The task is: describe an organic reaction: reactants, conditions, products, and yield. This data is from the Open Reaction Database (ORD), a public repository of structured organic reaction records. Starting materials: CC(=O)O, O, O=S(=O)(O)O, COC(=O)C1CC(C#N)(c2cccs2)CCC1=O. The product is N#CC1(c2cccs2)CCC(=O)CC1. As a reaction SMILES: [CH3:19][C:20](=[O:21])[OH:22].[OH2:28].[S:23](=[O:24])(=[O:25])([OH:26])[OH:27].[s:1]1[c:2]([C:6]2([C:17]#[N:18])[CH2:7][CH:8]([C:13]([O:14][CH3:15])=[O:16])[C:9](=[O:12])[CH2:10][CH2:11]2)[cH:3][cH:4][cH:5]1>>[s:1]1[c:2]([C:6]2([C:17]#[N:18])[CH2:7][CH2:8][C:9](=[O:12])[CH2:10][CH2:11]2)[cH:3][cH:4][cH:5]1.